Dataset: the Open Reaction Database (ORD), a public repository of structured organic reaction records. Task: describe an organic reaction: reactants, conditions, products, and yield Reactants: N[C@H]1C2=C(C3=C(N(C1=O)CCOCC1=CC=CC=C1)C=CC=C3)C=CC=C2 ((S)-7-amino-5-(2-benzyloxy-ethyl)-5H,7H-dibenzo[b,d]azepin-6-one), C(C)OC([C@](C(=O)O)(C)F)=O ((R)-2-fluoro-2-methyl-malonic acid monoethyl ester), oil. Product: C(C)OC([C@](C(=O)N[C@H]1C2=C(C3=C(N(C1=O)CCOCC1=CC=CC=C1)C=CC=C3)C=CC=C2)(C)F)=O ((R)—N—[(S)-5-(2-Benzyloxy-ethyl)-6-oxo-6,7-dihydro-5H-dibenzo[b,d]azepin-7-yl]-2-fluoro-2-methyl-malonamic acid ethyl ester). Reaction SMILES: [NH2:1][C@@H:2]1[C:8](=[O:9])[N:7]([CH2:10][CH2:11][O:12][CH2:13][C:14]2[CH:19]=[CH:18][CH:17]=[CH:16][CH:15]=2)[C:6]2[CH:20]=[CH:21][CH:22]=[CH:23][C:5]=2[C:4]2[CH:24]=[CH:25][CH:26]=[CH:27][C:3]1=2.[CH2:28]([O:30][C:31](=[O:38])[C@@:32]([F:37])([CH3:36])[C:33](O)=[O:34])[CH3:29]>>[CH2:28]([O:30][C:31](=[O:38])[C@@:32]([F:37])([CH3:36])[C:33]([NH:1][C@@H:2]1[C:8](=[O:9])[N:7]([CH2:10][CH2:11][O:12][CH2:13][C:14]2[CH:19]=[CH:18][CH:17]=[CH:16][CH:15]=2)[C:6]2[CH:20]=[CH:21][CH:22]=[CH:23][C:5]=2[C:4]2[CH:24]=[CH:25][CH:26]=[CH:27][C:3]1=2)=[O:34])[CH3:29]. Reported procedure: Using (S)-7-amino-5-(2-benzyloxy-ethyl)-5H,7H-dibenzo[b,d]azepin-6-one and (R)-2-fluoro-2-methyl-malonic acid monoethyl ester, the title compound was prepared in the same manner as described for example 1c. Light yellow oil (96%). MS: m/e=505(M+H+). Reactants: C1(CC1)C(O)(C1=CC=CC=C1)C1=CC=CC=C1 (α-cyclopropyl-α-phenylbenzenemethanol), Br (HBr), ice water. Conditions: time 3 hour. Yields the product BrCCC=C(C1=CC=CC=C1)C1=CC=CC=C1 (4-bromo-1,1-diphenyl-1-butene). The yield is 97.3%. As a reaction SMILES: [CH:1]1([C:4]([C:12]2[CH:17]=[CH:16][CH:15]=[CH:14][CH:13]=2)([C:6]2[CH:11]=[CH:10][CH:9]=[CH:8][CH:7]=2)O)[CH2:3][CH2:2]1.[BrH:18]>>[Br:18][CH2:3][CH2:2][CH:1]=[C:4]([C:12]1[CH:17]=[CH:16][CH:15]=[CH:14][CH:13]=1)[C:6]1[CH:11]=[CH:10][CH:9]=[CH:8][CH:7]=1. Procedure: A mixture of 26.5 g of α-cyclopropyl-α-phenylbenzenemethanol and 150 ml of 48% HBr was stirred at ambient temperature for 3 h. After addition of ice water, the mixture was extracted twice with diethyl ether, washed, dried and concentrated to obtain 33 g (97.3%) of 4-bromo-1,1-diphenyl-1-butene. Starting materials: BrC=1C(=NC(=NC1)Cl)OCC1CN(C1)C(=O)OC(C)(C)C (tert-butyl 3-((5-bromo-2-chloropyrimidin-4-yloxy)methyl)azetidine-1-carboxylate), C[C@H]1CC[C@H](CC1)N (cis-4-methylcyclohexanamine). The product is C[C@H]1CC[C@H](CC1)NC1=NC=C(C(=N1)OCC1CN(C1)C(=O)OC(C)(C)C)Br (tert-butyl 3-((2-(cis-4-methylcyclohexylamino)-5-bromopyrimidin-4-yloxy)methyl)azetidine-1-carboxylate). The yield is 55.0%. Reaction SMILES: [Br:1][C:2]1[C:3]([O:9][CH2:10][CH:11]2[CH2:14][N:13]([C:15]([O:17][C:18]([CH3:21])([CH3:20])[CH3:19])=[O:16])[CH2:12]2)=[N:4][C:5](Cl)=[N:6][CH:7]=1.[CH3:22][C@@H:23]1[CH2:28][CH2:27][C@H:26]([NH2:29])[CH2:25][CH2:24]1>>[CH3:22][C@@H:23]1[CH2:28][CH2:27][C@H:26]([NH:29][C:5]2[N:4]=[C:3]([O:9][CH2:10][CH:11]3[CH2:14][N:13]([C:15]([O:17][C:18]([CH3:21])([CH3:20])[CH3:19])=[O:16])[CH2:12]3)[C:2]([Br:1])=[CH:7][N:6]=2)[CH2:25][CH2:24]1. Reported procedure: Using the procedure of Example 1 Step 2, tert-butyl 3-((5-bromo-2-chloropyrimidin-4-yloxy)methyl)azetidine-1-carboxylate was reacted with cis-4-methylcyclohexanamine to provide the title compound in 55% yield. 1H NMR (CDCl3, 300 MHz) 8.10 (s, 1H), 5.17 (m, 1H), 5.47 (d, 2H), 4.11-4.00 (m, 3H), 3.84-3.79 (m, 2H), 3.02-2.98 (m, 1H), 1.78-1.58 (m, 6H), 1.46 (s, 9H), 1.46-1.27 (m, 3H), 0.95 (d, 3H); MS (ESI) m/z: Calc: 454.2 (M+). Found. 456.1 (M+2). Reactants: BrC1=CC=C(C=C1)[C@H]1CN(CCO1)C(=O)OC(C)(C)C ((S)-tert-butyl 2-(4-bromophenyl)morpholine-4-carboxylate), CN(C=O)C (dimethylformamide). Reagents/catalysts: C=1C=CC(=CC1)[P](C=2C=CC=CC2)(C=3C=CC=CC3)[Pd]([P](C=4C=CC=CC4)(C=5C=CC=CC5)C=6C=CC=CC6)([P](C=7C=CC=CC7)(C=8C=CC=CC8)C=9C=CC=CC9)[P](C=1C=CC=CC1)(C=1C=CC=CC1)C=1C=CC=CC1 (tetrakis(triphenylphosphine)palladium(0)), [C-]#N.[Zn+2].[C-]#N (zinc cyanide). Conditions: temperature 85 celsius. The product is C(#N)C1=CC=C(C=C1)[C@H]1CN(CCO1)C(=O)OC(C)(C)C ((S)-tert-Butyl 2-(4-cyanophenyl)morpholine-4-carboxylate). Isolated yield 69.0%. As a reaction SMILES: Br[C:2]1[CH:7]=[CH:6][C:5]([C@@H:8]2[O:13][CH2:12][CH2:11][N:10]([C:14]([O:16][C:17]([CH3:20])([CH3:19])[CH3:18])=[O:15])[CH2:9]2)=[CH:4][CH:3]=1.[CH3:21][N:22](C)C=O>C1C=CC([P]([Pd]([P](C2C=CC=CC=2)(C2C=CC=CC=2)C2C=CC=CC=2)([P](C2C=CC=CC=2)(C2C=CC=CC=2)C2C=CC=CC=2)[P](C2C=CC=CC=2)(C2C=CC=CC=2)C2C=CC=CC=2)(C2C=CC=CC=2)C2C=CC=CC=2)=CC=1.[C-]#N.[Zn+2].[C-]#N>[C:21]([C:2]1[CH:7]=[CH:6][C:5]([C@@H:8]2[O:13][CH2:12][CH2:11][N:10]([C:14]([O:16][C:17]([CH3:20])([CH3:19])[CH3:18])=[O:15])[CH2:9]2)=[CH:4][CH:3]=1)#[N:22] |f:3.4.5,^1:29,31,50,69|. Reported procedure: A mixture of (S)-tert-butyl 2-(4-bromophenyl)morpholine-4-carboxylate (400 mg, 1.17 mmol), tetrakis(triphenylphosphine)palladium(0) (405 mg, 0.35 mmol) and zinc cyanide (206 mg, 1.75 mmol) in dimethylformamide (6 ml) was degassed with argon and heated in a closed tube at 85° C. on a Büchi shaker overnight. After cooling water (30 ml) was added, and the reaction mixture was extracted with ethyl acetate (50 ml). The aqueous phase was re-extracted with ethyl acetate (50 ml). The combined organic la...